From a dataset of the Open Reaction Database (ORD), a public repository of structured organic reaction records. describe an organic reaction: reactants, conditions, products, and yield The solvent is C1(=CC=CC=C1)C (toluene). Starting materials: BrC1=C(C=CC(=C1)OC)C(=O)C1=CC=C(C=C1)OCCN1CCCCC1 ((2-bromo-4-methoxyphenyl)[4-(2-piperidin-1-ylethoxy)phenyl]methanone), COC=1C=C2CCC(=CC2=CC1)[Sn](C)(C)C ((6-methoxy-3,4-dihydronaphthalen-2-yl)trimethyltin), C(C)(=O)OCC (Ethyl acetate). Reaction conditions: temperature 100 celsius, time 5 hour. The yield is 38.8%. Reagents/catalysts: C=1C=CC(=CC1)[P](C=2C=CC=CC2)(C=3C=CC=CC3)[Pd]([P](C=4C=CC=CC4)(C=5C=CC=CC5)C=6C=CC=CC6)([P](C=7C=CC=CC7)(C=8C=CC=CC8)C=9C=CC=CC9)[P](C=1C=CC=CC1)(C=1C=CC=CC1)C=1C=CC=CC1 (tetrakis(triphenylphosphine)palladium(0)), [Cu]I (copper(I) iodide). Yields the product COC1=CC(=C(C=C1)C(=O)C1=CC=C(C=C1)OCCN1CCCCC1)C1=CC2=CC=C(C=C2CC1)OC ([4-Methoxy-2-(6-methoxy-3,4-dihydronaphthalen-2-yl)phenyl][4-(2-piperidin-1-ylethoxy)phenyl]methanone). Procedure details: A suspension of (2-bromo-4-methoxyphenyl)[4-(2-piperidin-1-ylethoxy)phenyl]methanone (570 mg), (6-methoxy-3,4-dihydronaphthalen-2-yl)trimethyltin (542 mg), tetrakis(triphenylphosphine)palladium(0) (80 mg) and copper(I) iodide (25 mg) in toluene (10 ml) was stirred for 5 hours at 100° C. under a nitrogen atmosphere. Ethyl acetate was added thereto, the insoluble material was removed by filtration, the solvent was evaporated in vacuo, and the resulting residue was purified by NH silica gel column ... As a reaction SMILES: Br[C:2]1[CH:7]=[C:6]([O:8][CH3:9])[CH:5]=[CH:4][C:3]=1[C:10]([C:12]1[CH:17]=[CH:16][C:15]([O:18][CH2:19][CH2:20][N:21]2[CH2:26][CH2:25][CH2:24][CH2:23][CH2:22]2)=[CH:14][CH:13]=1)=[O:11].[CH3:27][O:28][C:29]1[CH:30]=[C:31]2[C:36](=[CH:37][CH:38]=1)[CH:35]=[C:34]([Sn](C)(C)C)[CH2:33][CH2:32]2.C(OCC)(=O)C>C1(C)C=CC=CC=1.C1C=CC([P]([Pd]([P](C2C=CC=CC=2)(C2C=CC=CC=2)C2C=CC=CC=2)([P](C2C=CC=CC=2)(C2C=CC=CC=2)C2C=CC=CC=2)[P](C2C=CC=CC=2)(C2C=CC=CC=2)C2C=CC=CC=2)(C2C=CC=CC=2)C2C=CC=CC=2)=CC=1.[Cu]I>[CH3:9][O:8][C:6]1[CH:5]=[CH:4][C:3]([C:10]([C:12]2[CH:17]=[CH:16][C:15]([O:18][CH2:19][CH2:20][N:21]3[CH2:26][CH2:25][CH2:24][CH2:23][CH2:22]3)=[CH:14][CH:13]=2)=[O:11])=[C:2]([C:34]2[CH2:33][CH2:32][C:31]3[C:36](=[CH:37][CH:38]=[C:29]([O:28][CH3:27])[CH:30]=3)[CH:35]=2)[CH:7]=1 |^1:59,61,80,99|. The reactants are CCCC[N+](CCCC)(CCCC)CCCC, C1CCOC1, [F-], CC(O[Si](c1ccccc1)(c1ccccc1)C(C)(C)C)C(=O)N1N=C(c2cc(F)ccc2F)SC1(CCCN=[N+]=[N-])c1ccccc1, [Na+], O=C([O-])O. Product: CC(O)C(=O)N1N=C(c2cc(F)ccc2F)SC1(CCCN=[N+]=[N-])c1ccccc1. RXN SMILES: [CH2:49]([N+:50]([CH2:51][CH2:52][CH2:53][CH3:54])([CH2:55][CH2:56][CH2:57][CH3:58])[CH2:59][CH2:60][CH2:61][CH3:62])[CH2:63][CH2:64][CH3:65].[CH2:71]1[O:72][CH2:73][CH2:74][CH2:75]1.[F-:48].[N:1](=[N+:2]=[N-:3])[CH2:4][CH2:5][CH2:6][C:7]1([c:42]2[cH:43][cH:44][cH:45][cH:46][cH:47]2)[S:8][C:9]([c:34]2[c:35]([F:41])[cH:36][cH:37][c:38]([F:40])[cH:39]2)=[N:10][N:11]1[C:12]([CH:13]([CH3:14])[O:15][Si:16]([C:17]([CH3:18])([CH3:19])[CH3:20])([c:21]1[cH:22][cH:23][cH:24][cH:25][cH:26]1)[c:27]1[cH:28][cH:29][cH:30][cH:31][cH:32]1)=[O:33].[Na+:70].[O-:66][C:67]([OH:68])=[O:69]>>[N:1](=[N+:2]=[N-:3])[CH2:4][CH2:5][CH2:6][C:7]1([c:42]2[cH:43][cH:44][cH:45][cH:46][cH:47]2)[S:8][C:9]([c:34]2[c:35]([F:41])[cH:36][cH:37][c:38]([F:40])[cH:39]2)=[N:10][N:11]1[C:12]([CH:13]([CH3:14])[OH:15])=[O:33].